describe an organic reaction: reactants, conditions, products, and yield From a dataset of the Open Reaction Database (ORD), a public repository of structured organic reaction records. The reactants are ClCCl, COc1cc(OC)c(CO)c(OC)c1, O=C(O)C(F)(F)F, CC(C)(S)CC(=O)O. Product: COc1cc(OC)c(CSC(C)(C)CC(=O)O)c(OC)c1. Reaction SMILES: [CH2:30]([Cl:31])[Cl:32].[CH3:16][O:17][c:18]1[c:19]([CH2:20][OH:21])[c:22]([O:28][CH3:29])[cH:23][c:24]([O:26][CH3:27])[cH:25]1.[OH:9][C:10]([C:11]([F:12])([F:13])[F:14])=[O:15].[SH:1][C:2]([CH2:3][C:4](=[O:5])[OH:6])([CH3:7])[CH3:8]>>[S:1]([C:2]([CH2:3][C:4](=[O:5])[OH:6])([CH3:7])[CH3:8])[CH2:20][c:19]1[c:18]([O:17][CH3:16])[cH:25][c:24]([O:26][CH3:27])[cH:23][c:22]1[O:28][CH3:29]. Reactants: P(=O)(Cl)(Cl)Cl (Phosphorus oxychloride), CN(C)C=O (DMF), CC1=C(O)C=CC=C1O (2-methylresorcinol), CN(C)C=O (DMF). Solvent: [OH-].[Na+] (NaOH). Yields the product OC1=C(C=O)C=CC(=C1C)O (2,4-Dihydroxy-3-methyl-benzaldehyde). As a reaction SMILES: P(Cl)(Cl)(Cl)=O.[CH3:6][C:7]1[C:13]([OH:14])=[CH:12][CH:11]=[CH:10][C:8]=1[OH:9].CN([CH:18]=[O:19])C>[OH-].[Na+]>[OH:9][C:8]1[C:7]([CH3:6])=[C:13]([OH:14])[CH:12]=[CH:11][C:10]=1[CH:18]=[O:19] |f:3.4|. Procedure details: Phosphorus oxychloride (8.0 mL, 86 mmol) was added dropwise with stirring to DMF (26 mL, 0.336 mol) the temperature being kept at 10-20° C. This reagent was slowly added to a solution of 2-methylresorcinol (4.84 g, 39 mmol) in 26 mL DMF at 20-30° C. After 30 min the reaction mixture was poured in 2 M aq. NaOH (200 ml), extracted with Et2O (2×100 mL), aqueous phase was neutralized with 5N aq. HCl, the product was extracted with Et2O (2×200 mL), dried and evaporated. The residue was separated on S... The reactants are CN1N=CC2=CC(=CC=C12)C1OCC(NC1)=O (6-(1-methyl-1H-indazol-5-yl)morpholin-3-one). Run in C1CCOC1 (THF), C1CCOC1 (THF). Conditions: time 10 hour. The product is CN1N=CC2=CC(=CC=C12)C1CNCCO1 (2-(1-methyl-1H-indazol-5-yl)morpholine). RXN SMILES: [CH3:1][N:2]1[C:10]2[C:5](=[CH:6][C:7]([CH:11]3[CH2:16][NH:15][C:14](=O)[CH2:13][O:12]3)=[CH:8][CH:9]=2)[CH:4]=[N:3]1>C1COCC1>[CH3:1][N:2]1[C:10]2[C:5](=[CH:6][C:7]([CH:11]3[O:12][CH2:13][CH2:14][NH:15][CH2:16]3)=[CH:8][CH:9]=2)[CH:4]=[N:3]1. Procedure details: To a solution of 6-(1-methyl-1H-indazol-5-yl)morpholin-3-one (17.8 mg, 0.077 mmol) in THF was added BH3 in THF (1M, mmol). The resulting mixture was stirred at room temperature for 10 hr. The crude compound was evaporated to dryness and used for the next step without further purification. LCMS-ESI+: calc'd for C12H15N3O: 218.1 (M+H+); found: 218.2 (M+H+). Starting materials: C(C)(C)SC1=CC=C(C=C1)CC(C)=O (1-(4-Isopropylthiophenyl)propan-2-one), COC(CN)C1=CC(=CC=C1)Cl (2-methoxy-2-(3-chlorophenyl)ethanamine), hydrochloride salt, Cl (hydrogen chloride). Run in C1=CC=CC=C1 (benzene). Reaction conditions: time 1 hour. The product is Cl.C(C)(C)SC1=CC=C(C=C1)CC(C)NCC(C1=CC(=CC=C1)Cl)OC (N-[2-(4-Isopropylthiophenyl)-1-methylethyl]-2-methoxy-2-(3-chlorophenyl)ethanamine hydrochloride). RXN SMILES: [CH:1]([S:4][C:5]1[CH:10]=[CH:9][C:8]([CH2:11][C:12](=O)[CH3:13])=[CH:7][CH:6]=1)([CH3:3])[CH3:2].[CH3:15][O:16][CH:17]([C:20]1[CH:25]=[CH:24][CH:23]=[C:22]([Cl:26])[CH:21]=1)[CH2:18][NH2:19].Cl>C1C=CC=CC=1>[ClH:26].[CH:1]([S:4][C:5]1[CH:10]=[CH:9][C:8]([CH2:11][CH:12]([NH:19][CH2:18][CH:17]([O:16][CH3:15])[C:20]2[CH:25]=[CH:24][CH:23]=[C:22]([Cl:26])[CH:21]=2)[CH3:13])=[CH:7][CH:6]=1)([CH3:3])[CH3:2] |f:4.5|. Procedure details: 1-(4-Isopropylthiophenyl)propan-2-one (4.16 g) and 2-methoxy-2-(3-chlorophenyl)ethanamine (3.71 g) in dry benzene (100 ml) was boiled under reflux for two hours in an apparatus incorporating a water trap. The solution was cooled and the solvent removed under reduced pressure. The residue was dissolved in ethanol (80 ml), cooled to less than 10° C. and treated portionwise with sodium borohydride (3.0 g) over 30 minutes. The mixture was stirred for one hour and the solvent removed under reduced pr...